This data is from the Open Reaction Database (ORD), a public repository of structured organic reaction records. The task is: describe an organic reaction: reactants, conditions, products, and yield The reactants are Cc1ccc(N)cc1C, CCOC(=O)Cl, c1ccccc1. The product is CCOC(=O)Nc1ccc(C)c(C)c1. Reaction SMILES: [CH3:1][c:2]1[cH:3][cH:4][c:5]([NH2:6])[cH:7][c:8]1[CH3:9].[Cl:10][C:11](=[O:12])[O:13][CH2:14][CH3:15].[cH:16]1[cH:17][cH:18][cH:19][cH:20][cH:21]1>>[CH3:1][c:2]1[cH:3][cH:4][c:5]([NH:6][C:11](=[O:12])[O:13][CH2:14][CH3:15])[cH:7][c:8]1[CH3:9]. The reactants are IC1=CC=C(C=C1)C(=O)N1CCN(CC1)C1=NC(=C(C=C1C)C)C ((4-iodophenyl) [4-(3,5,6-trimethylpyridin-2-yl)piperazin-1-yl]methanone), S1(NCCC1)(=O)=O (isothiazolidine 1,1-dioxide). Yields the product O=S1(N(CCC1)C1=CC=C(C=C1)C(=O)N1CCN(CC1)C1=NC(=C(C=C1C)C)C)=O ([4-(1,1-dioxo-1λ6-isothiazolidin-2-yl)phenyl][4-(3,5,6-trimethylpyridin-2-yl)piperazin-1-yl]methanone). The yield is 29.4%. As a reaction SMILES: I[C:2]1[CH:7]=[CH:6][C:5]([C:8]([N:10]2[CH2:15][CH2:14][N:13]([C:16]3[C:21]([CH3:22])=[CH:20][C:19]([CH3:23])=[C:18]([CH3:24])[N:17]=3)[CH2:12][CH2:11]2)=[O:9])=[CH:4][CH:3]=1.[S:25]1(=[O:31])(=[O:30])[CH2:29][CH2:28][CH2:27][NH:26]1>>[O:30]=[S:25]1(=[O:31])[CH2:29][CH2:28][CH2:27][N:26]1[C:2]1[CH:7]=[CH:6][C:5]([C:8]([N:10]2[CH2:15][CH2:14][N:13]([C:16]3[C:21]([CH3:22])=[CH:20][C:19]([CH3:23])=[C:18]([CH3:24])[N:17]=3)[CH2:12][CH2:11]2)=[O:9])=[CH:4][CH:3]=1. Procedure details: Using (4-iodophenyl) [4-(3,5,6-trimethylpyridin-2-yl)piperazin-1-yl]methanone (435 mg) described in Preparation Example 120 and isothiazolidine 1,1-dioxide (121 mg) and by the reaction and treatment in the same manner as in Example 1, the title compound (126 mg) was obtained.